This data is from the Open Reaction Database (ORD), a public repository of structured organic reaction records. The task is: describe an organic reaction: reactants, conditions, products, and yield Starting materials: C[O-].[Na+] (sodium methoxide), mixture, C(CCC)OC(=O)C1C=CN=C(C2=C1C=CC(=C2)Cl)C2=CC=CC=C2 (8-chloro-1-phenyl-5H-2-benzazepine-5-carboxylic acid butyl ester), C(CCC)OC(=O)C1=CCN=C(C2=C1C=CC(=C2)Cl)C2=CC=CC=C2 (8-chloro-1-phenyl-3H-2-benzazepine-5-carboxylic acid butyl ester), Cl.C(C)(=N)N (acetamidine hydrochloride). Solvent: O (water), C(C)O (ethanol), CO (methanol). Product: ClC1=CC2=C(C3C(CN=C2C2=CC=CC=C2)N=C(NC3=O)C)C=C1 (9-Chloro-4a,11b-dihydro-3-methyl-7-phenyl-5H-pyrimido-[4,5-d][2]benzazepin-1(2H)-one). As a reaction SMILES: C[O-].[Na+].C([O:8][C:9]([CH:11]1[C:17]2[CH:18]=[CH:19][C:20]([Cl:22])=[CH:21][C:16]=2[C:15]([C:23]2[CH:28]=[CH:27][CH:26]=[CH:25][CH:24]=2)=[N:14][CH:13]=[CH:12]1)=O)CCC.C(OC(C1C2C=CC(Cl)=CC=2C(C2C=CC=CC=2)=NCC=1)=O)CCC.Cl.[C:55]([NH2:58])(=[NH:57])[CH3:56]>C(O)C.O.CO>[Cl:22][C:20]1[CH:19]=[CH:18][C:17]2[CH:11]3[C:9](=[O:8])[NH:58][C:55]([CH3:56])=[N:57][CH:12]3[CH2:13][N:14]=[C:15]([C:23]3[CH:24]=[CH:25][CH:26]=[CH:27][CH:28]=3)[C:16]=2[CH:21]=1 |f:0.1,4.5|. Procedure: In one portion, 11.5 mL (49 mmol) of a 4.34M methanol solution of sodium methoxide was added to a solution of 11.0 g (31 mmol) of a mixture of 8-chloro-1-phenyl-5H-2-benzazepine-5-carboxylic acid butyl ester and 8-chloro-1-phenyl-3H-2-benzazepine-5-carboxylic acid butyl ester and 5.7 g (60 mmol) of acetamidine hydrochloride in 200 mL of ethanol. The mixture was refluxed for 18 hr, cooled and poured into 800 mL of water. The resulting precipitate was collected by filtration and washed with ether ...